This data is from the Open Reaction Database (ORD), a public repository of structured organic reaction records. The task is: describe an organic reaction: reactants, conditions, products, and yield The reactants are [H-].[Na+] (sodium hydride), BrCC1OCCC1 (2-(bromomethyl)tetrahydrofuran), C1(CC1)NC(C1=CC(=C(C(=C1)C=1C=C2C=NNC2=CC1)C)F)=O (N-cyclopropyl-3-fluoro-5-(1H-indazol-5-yl)-4-methylbenzamide), C1(CC1)NC(C1=CC(=C(C(=C1)C=1C=C2C=NNC2=CC1)C)F)=O (N-cyclopropyl-3-fluoro-5-(1H-indazol-5-yl)-4-methylbenzamide). Run in CN(C)C=O (DMF). Yields the product C1(CC1)NC(C1=CC(=C(C(=C1)C=1C=C2C=NN(C2=CC1)CC1OCCC1)C)F)=O (N-Cyclopropyl-3-fluoro-4-methyl-5-[1-(tetrahydro-2-furanylmethyl)-1H -indazol-5-yl]benzamide). Isolated yield 29.7%. Reaction SMILES: [H-].[Na+].[CH:3]1([NH:6][C:7](=[O:25])[C:8]2[CH:13]=[C:12]([C:14]3[CH:15]=[C:16]4[C:20](=[CH:21][CH:22]=3)[NH:19][N:18]=[CH:17]4)[C:11]([CH3:23])=[C:10]([F:24])[CH:9]=2)[CH2:5][CH2:4]1.Br[CH2:27][CH:28]1[CH2:32][CH2:31][CH2:30][O:29]1>CN(C=O)C>[CH:3]1([NH:6][C:7](=[O:25])[C:8]2[CH:13]=[C:12]([C:14]3[CH:15]=[C:16]4[C:20](=[CH:21][CH:22]=3)[N:19]([CH2:27][CH:28]3[CH2:32][CH2:31][CH2:30][O:29]3)[N:18]=[CH:17]4)[C:11]([CH3:23])=[C:10]([F:24])[CH:9]=2)[CH2:4][CH2:5]1 |f:0.1|. Reported procedure: The procedure for Example 1 was followed using sodium hydride (60% in mineral oil, 12 mg), N-cyclopropyl-3-fluoro-5-(1H-indazol-5-yl)-4-methylbenzamide (Intermediate 3, 45 mg) and 2-(bromomethyl)tetrahydrofuran (26 mg) in DMF (5 ml) to give the title compound as a colourless glass (17 mg). Reactants: FC1=C(C(=O)O)C=CC(=C1)NC(=O)C1=CC(=C2CCN(C2=C1)S(=O)(=O)C1=C(C=CC(=C1)C)OC)OC (2-Fluoro-4-{[4-methoxy-1-(2-methoxy-5-methyl-benzenesulfonyl)-2,3-dihydro-1H-indole-6-carbonyl]-amino}-benzoic acid), COC1=C(C=C(C=C1)C)S(=O)(=O)Cl (2-methoxy-5-methyl-benzenesulfonyl chloride). Product: C(C)OC(C1=C(C=C(C=C1)NC(=O)C1=CC(=C2CCN(C2=C1)S(=O)(=O)C1=C(C=CC(=C1)C)OC)OC)F)=O (2-fluoro-4-{[4-methoxy-1-(2-methoxy-5-methyl-benzenesulfonyl)-2,3-dihydro-1H-indole-6-carbonyl]-amino}-benzoic acid ethyl ester). Reaction SMILES: [F:1][C:2]1[CH:10]=[C:9]([NH:11][C:12]([C:14]2[CH:22]=[C:21]3[C:17]([CH2:18][CH2:19][N:20]3[S:23]([C:26]3[CH:31]=[C:30]([CH3:32])[CH:29]=[CH:28][C:27]=3[O:33][CH3:34])(=[O:25])=[O:24])=[C:16]([O:35][CH3:36])[CH:15]=2)=[O:13])[CH:8]=[CH:7][C:3]=1[C:4]([OH:6])=[O:5].CO[C:39]1C=CC(C)=C[C:40]=1S(Cl)(=O)=O>>[CH2:39]([O:5][C:4](=[O:6])[C:3]1[CH:7]=[CH:8][C:9]([NH:11][C:12]([C:14]2[CH:22]=[C:21]3[C:17]([CH2:18][CH2:19][N:20]3[S:23]([C:26]3[CH:31]=[C:30]([CH3:32])[CH:29]=[CH:28][C:27]=3[O:33][CH3:34])(=[O:25])=[O:24])=[C:16]([O:35][CH3:36])[CH:15]=2)=[O:13])=[CH:10][C:2]=1[F:1])[CH3:40]. Reported procedure: 2-Fluoro-4-{[4-methoxy-1-(2-methoxy-5-methyl-benzenesulfonyl)-2,3-dihydro-1H-indole-6-carbonyl]-amino}-benzoic acid, m/z (ES+): 515.37 (M+H+.), was prepared in analogy to example 14, steps 1 to 6. Step 5 was performed using 2-methoxy-5-methyl-benzenesulfonyl chloride and yielded 2-fluoro-4-{[4-methoxy-1-(2-methoxy-5-methyl-benzenesulfonyl)-2,3-dihydro-1H-indole-6-carbonyl]-amino}-benzoic acid ethyl ester, which was hydrolyzed in step 6. Reactants: CS(=O)(=O)OCC1(COC(OC1)C1=C(C=NN1C)[N+](=O)[O-])CC ((5-ethyl-2-(1-methyl-4-nitro-1H-pyrazol-5-yl)-1,3-dioxan-5-yl)methyl methanesulfonate), CS(=O)(=O)OCC1(COC(OC1)C1=C(C=NN1C)[N+](=O)[O-])CC ((5-ethyl-2-(1-methyl-4-nitro-1H-pyrazol-5-yl)-1,3-dioxan-5-yl)methyl methanesulfonate), C(C=1C(C(=O)N)=CC=CC1)(=O)N.[K] (potassium phthalamide). Solvent: CCOC(=O)C (EtOAc), O (water), CS(=O)C (DMSO). Conditions: temperature 180 celsius. Yields the product C(C)C1(COC(OC1)C1=C(C=NN1C)[N+](=O)[O-])CN1C(C2=CC=CC=C2C1=O)=O (2-((5-ethyl-2-(1-methyl-4-nitro-1H-pyrazol-5-yl)-1,3-dioxan-5-yl)methyl)isoindoline-1,3-dione). Yield: 35.2%. Reaction SMILES: CS(O[CH2:6][C:7]1([CH2:22][CH3:23])[CH2:12][O:11][CH:10]([C:13]2[N:17]([CH3:18])[N:16]=[CH:15][C:14]=2[N+:19]([O-:21])=[O:20])[O:9][CH2:8]1)(=O)=O.[C:24]([NH2:35])(=[O:34])[C:25]1[C:26](=[CH:30][CH:31]=[CH:32][CH:33]=1)[C:27](N)=[O:28].[K]>CS(C)=O.CCOC(C)=O.O>[CH2:22]([C:7]1([CH2:6][N:35]2[C:24](=[O:34])[C:25]3[C:26](=[CH:30][CH:31]=[CH:32][CH:33]=3)[C:27]2=[O:28])[CH2:12][O:11][CH:10]([C:13]2[N:17]([CH3:18])[N:16]=[CH:15][C:14]=2[N+:19]([O-:21])=[O:20])[O:9][CH2:8]1)[CH3:23] |f:1.2,^1:35|. Reported procedure: To a solution of (5-ethyl-2-(1-methyl-4-nitro-1H-pyrazol-5-yl)-1,3-dioxan-5-yl)methyl methanesulfonate (816 mg, 2.25 mmol, intermediate 74) in dry DMSO (10 mL) was added potassium phthalamide (2.1 g, 11.3 mmol) in a single portion. The reaction mixture was heated at 180° C. for 5 hr, cooled to room temperature and diluted with EtOAc (50 mL) and water (30 mL). The organic layer was washed with water (3×30 mL), 2 N NaOH (2×20 mL) and water (20 mL), separated, dried over Na2SO4 and concentrated und... Starting materials: ClC=1C=CC(=C(C1)C1=CC(N(C=C1OC)CC(=O)OC(C)(C)C)=O)C#N (tert-butyl [4-(5-chloro-2-cyanophenyl)-5-methoxy-2-oxopyridin-1(2H)-yl]acetate), FC(S(=O)(=O)OCC1CCOCC1)(F)F (tetrahydro-2H-pyran-4-ylmethyl trifluoromethanesulphonate), bis(trimethylsilyl)lithium amide. The solvent is C1CCOC1 (THF). Product: ClC=1C=CC(=C(C1)C1=CC(N(C=C1OC)C(C(=O)OC(C)(C)C)CC1CCOCC1)=O)C#N (tert-Butyl 2-[4-(5-chloro-2-cyanophenyl)-5-methoxy-2-oxopyridin-1(2H)-yl]-3-(tetrahydro-2H-pyran-4-yl)propanoate). As a reaction SMILES: [Cl:1][C:2]1[CH:3]=[CH:4][C:5]([C:25]#[N:26])=[C:6]([C:8]2[C:13]([O:14][CH3:15])=[CH:12][N:11]([CH2:16][C:17]([O:19][C:20]([CH3:23])([CH3:22])[CH3:21])=[O:18])[C:10](=[O:24])[CH:9]=2)[CH:7]=1.FC(F)(F)S(O[CH2:33][CH:34]1[CH2:39][CH2:38][O:37][CH2:36][CH2:35]1)(=O)=O>C1COCC1>[Cl:1][C:2]1[CH:3]=[CH:4][C:5]([C:25]#[N:26])=[C:6]([C:8]2[C:13]([O:14][CH3:15])=[CH:12][N:11]([CH:16]([CH2:33][CH:34]3[CH2:39][CH2:38][O:37][CH2:36][CH2:35]3)[C:17]([O:19][C:20]([CH3:21])([CH3:22])[CH3:23])=[O:18])[C:10](=[O:24])[CH:9]=2)[CH:7]=1. Procedure: 1.65 g (4.41 mmol) of tert-butyl [4-(5-chloro-2-cyanophenyl)-5-methoxy-2-oxopyridin-1(2H)-yl]acetate, 1.64 g (6.61 mmol) of tetrahydro-2H-pyran-4-ylmethyl trifluoromethanesulphonate and 5.73 ml (5.73 mmol) of bis(trimethylsilyl)lithium amide (1M in THF) in 37 ml of THF were reacted according to General Method 7B. Purification by column chromatography (80 g silica cartridge, flow rate: 60 ml/min, cyclohexane/ethyl acetate gradient) gave the title compound. Yield: 1.57 g (73% of theory) The reactants are ice, [Mg] (magnesium), II (iodine), C(C=C)Br (allyl bromide), C(C=C)Br (allyl bromide), C1=C(C=CC2=CC=CC=C12)C=O (2-naphthaldehyde). Solvent: C(C)OCC (diethyl ether), C(C)OCC (diethyl ether). Reaction conditions: time 8 hour. The product is C1=C(C=CC2=CC=CC=C12)C(CC=C)O (1-(2-naphthyl)-3-buten-1-ol). As a reaction SMILES: [Mg].II.[CH2:4](Br)[CH:5]=[CH2:6].[CH:8]1[C:17]2[C:12](=[CH:13][CH:14]=[CH:15][CH:16]=2)[CH:11]=[CH:10][C:9]=1[CH:18]=[O:19]>C(OCC)C>[CH:8]1[C:17]2[C:12](=[CH:13][CH:14]=[CH:15][CH:16]=2)[CH:11]=[CH:10][C:9]=1[CH:18]([OH:19])[CH2:6][CH:5]=[CH2:4]. Reported procedure: 3.28 g of magnesium are treated with an iodine crystal and covered with absolute diethyl ether. The reaction is started by the addition of 2 g of allyl bromide. A mixture of 19.78 g of allyl bromide and 15.62 g of 2-naphthaldehyde in absolute diethyl ether is then added dropwise to maintain the mixture at reflux. After the addition is completed, the mixture is left to stir at room temperature overnight. The mixture is poured into an ice - 2 N hydrochloric acid solution and extracted three times ...